Task: describe an organic reaction: reactants, conditions, products, and yield. Dataset: the Open Reaction Database (ORD), a public repository of structured organic reaction records The reactants are C(C1=CC=CC=C1)OC=1C=CC=2C=3N(C(=NC2C1OC)N)CCN3 (8-(Benzyloxy)-7-methoxy-2,3-dihydroimidazo[1,2-c]quinazolin-5-amine), C(C1=CC=CC=C1)OC=1C=CC=2C=3N(C(=NC2C1OC)N)CCN3 (8-(Benzyloxy)-7-methoxy-2,3-dihydroimidazo[1,2-c]quinazolin-5-amine), O=S1(CCN(CC1)CCCO)=O (3-(1,1-dioxidothiomorpholin-4-yl)propan-1-ol). Product: O=S1(CCN(CC1)CCCOC=1C=CC=2C=3N(C(=NC2C1OC)N)CCN3)=O (8-[3-(1,1-dioxidothiomorpholin-4-yl)propoxy]-7-methoxy-2,3-dihydroimidazo[1,2-c]quinazolin-5-amine). RXN SMILES: [CH2:1]([O:8][C:9]1[CH:10]=[CH:11][C:12]2[C:13]3[N:14]([CH2:22][CH2:23][N:24]=3)[C:15]([NH2:21])=[N:16][C:17]=2[C:18]=1[O:19][CH3:20])[C:2]1[CH:7]=CC=CC=1.[O:25]=[S:26]1(=[O:36])[CH2:31][CH2:30][N:29](CCCO)[CH2:28][CH2:27]1>>[O:25]=[S:26]1(=[O:36])[CH2:31][CH2:30][N:29]([CH2:7][CH2:2][CH2:1][O:8][C:9]2[CH:10]=[CH:11][C:12]3[C:13]4[N:14]([CH2:22][CH2:23][N:24]=4)[C:15]([NH2:21])=[N:16][C:17]=3[C:18]=2[O:19][CH3:20])[CH2:28][CH2:27]1. Procedure: The procedure used for the preparation of Example 4 was used to prepare the title compound from 5-amino-7-methoxy-2,3-dihydroimidazo[1,2-c]quinazolin-8-ol bistrifluoroacetate salt (Intermediate A) and 3-(1,1-dioxidothiomorpholin-4-yl)propan-1-ol. High vacuum drying gave the title compound (1.48 g, 83%): HPLC MS RT=0.26 min, MH+=408.3; 1H NMR (DMSO-d6+2 drops TFA-d) δ: 2.23-2.25 (2H, m), 3.43-3.48 (2H, m), 3.81-3.84 (7H, m), 4.19-4.22 (2H, m), 4.27 (2H, t), 4.33-4.36 (2H, m), 7.30 (1H, d), 7.92 (... The reactants are CN(C)C=O, [Cl-], [H-], CCCCCI, CC(C)(C)C(=O)Nc1ccc(-c2cc(=O)c3c(N)c(F)cc(F)c3o2)cc1F, [NH4+], [Na+]. The product is CCCCCNc1c(F)cc(F)c2oc(-c3ccc(NC(=O)C(C)(C)C)c(F)c3)cc(=O)c12. Reaction SMILES: [CH3:39][N:40]([CH3:41])[CH:42]=[O:43].[Cl-:37].[H-:29].[I:31][CH2:32][CH2:33][CH2:34][CH2:35][CH3:36].[NH2:1][c:2]1[c:3]([F:28])[cH:4][c:5]([F:27])[c:6]2[c:7]1[c:8](=[O:26])[cH:9][c:10](-[c:12]1[cH:13][c:14]([F:25])[c:15]([NH:18][C:19]([C:20]([CH3:21])([CH3:22])[CH3:23])=[O:24])[cH:16][cH:17]1)[o:11]2.[NH4+:38].[Na+:30]>>[NH:1]([c:2]1[c:3]([F:28])[cH:4][c:5]([F:27])[c:6]2[c:7]1[c:8](=[O:26])[cH:9][c:10](-[c:12]1[cH:13][c:14]([F:25])[c:15]([NH:18][C:19]([C:20]([CH3:21])([CH3:22])[CH3:23])=[O:24])[cH:16][cH:17]1)[o:11]2)[CH2:32][CH2:33][CH2:34][CH2:35][CH3:36]. Starting materials: FC(C1=C(C=CC(=C1)C(F)(F)F)C1=NN=CC2=CC(=CC=C12)C=1C=C(C(=O)NC2CC2)C=CC1C)(F)F (3-(1-(2,4-bis(trifluoromethyl)phenyl)phthalazin-6-yl)-N-cyclopropyl-4-methylbenzamide), OOS(=O)[O-].[K+] (oxone), CO.O (methanol H2O). Run in 10/1. Reaction conditions: temperature 0 celsius, time 1 hour. The product is CC1=C(C=C(C(=O)N)C=C1)C=1C=C2C=NN=C(C2=CC1)C1=C(C=C(C=C1)S(=O)(=O)C)C (4-methyl-3-(1-(2-methyl-4-(methylsulfonyl)phenyl)phthalazin-6-yl)benzamide). Reaction SMILES: F[C:2](F)(F)[C:3]1[CH:8]=[C:7](C(F)(F)F)[CH:6]=[CH:5][C:4]=1[C:13]1[C:22]2[C:17](=[CH:18][C:19]([C:23]3[CH:24]=[C:25]([CH:32]=[CH:33][C:34]=3[CH3:35])[C:26]([NH:28]C3CC3)=[O:27])=[CH:20][CH:21]=2)[CH:16]=[N:15][N:14]=1.O[O:39][S:40]([O-:42])=O.[K+].[CH3:44]O.O>>[CH3:35][C:34]1[CH:33]=[CH:32][C:25]([C:26]([NH2:28])=[O:27])=[CH:24][C:23]=1[C:19]1[CH:18]=[C:17]2[C:22](=[CH:21][CH:20]=1)[C:13]([C:4]1[CH:5]=[CH:6][C:7]([S:40]([CH3:44])(=[O:42])=[O:39])=[CH:8][C:3]=1[CH3:2])=[N:14][N:15]=[CH:16]2 |f:1.2,3.4|. Procedure: A solution of 4-methyl-3-(1-(2-methyl-4-(methylthio)phenyl)phthalazin-6-yl)benzamide (170 mg, 0.43 mmol, Method D) in 2 mL of 10/1 methanol/H2O at 0° C. was treated with oxone (262 mg, 0.43 mmol). The mixture stirred at 0° C. for 1 h and then warmed up to RT for 1 h. The reaction was quenched with 20 mL sodium sulfite (sat.) and extracted with 10% MeOH in dichloromethane. The combined organic layers were dried over anhydrous sodium sulfate, filtered and concentrated. The crude material was purif...